From a dataset of the Open Reaction Database (ORD), a public repository of structured organic reaction records. describe an organic reaction: reactants, conditions, products, and yield Starting materials: C(CCC)N(C(=O)C=1N=C(N(C1)CCC1=CC=CC=C1)C1=C(C=C(C(=O)OC)C=C1)C(=O)N1CC2=CC=CC=C2C[C@H]1CO)CCCC (methyl 4-(4-(dibutylcarbamoyl)-1-phenethyl-1H-imidazol-2-yl)-3-((S)-3-(hydroxymethyl)-1,2,3,4-tetrahydroisoquinoline-2-carbonyl)benzoate), C1CCOC1.CO.O (THF MeOH H2O), O[Li].O (LiOH H2O). Run in O (water). Conditions: time 1 hour. Yields the product C(CCC)N(C(=O)C=1N=C(N(C1)CCC1=CC=CC=C1)C1=C(C=C(C(=O)O)C=C1)C(=O)N1CC2=CC=CC=C2C[C@H]1CO)CCCC (4-(4-(Dibutylcarbamoyl)-1-phenethyl-1H-imidazol-2-yl)-3-((S)-3-(hydroxymethyl)-1,2,3,4-tetrahydroisoquinoline-2-carbonyl)benzoic acid). The yield is 92.9%. Reaction SMILES: [CH2:1]([N:5]([CH2:45][CH2:46][CH2:47][CH3:48])[C:6]([C:8]1[N:9]=[C:10]([C:21]2[CH:30]=[CH:29][C:24]([C:25]([O:27]C)=[O:26])=[CH:23][C:22]=2[C:31]([N:33]2[C@H:42]([CH2:43][OH:44])[CH2:41][C:40]3[C:35](=[CH:36][CH:37]=[CH:38][CH:39]=3)[CH2:34]2)=[O:32])[N:11]([CH2:13][CH2:14][C:15]2[CH:20]=[CH:19][CH:18]=[CH:17][CH:16]=2)[CH:12]=1)=[O:7])[CH2:2][CH2:3][CH3:4].C1COCC1.CO.O.O[Li].O>O>[CH2:45]([N:5]([CH2:1][CH2:2][CH2:3][CH3:4])[C:6]([C:8]1[N:9]=[C:10]([C:21]2[CH:30]=[CH:29][C:24]([C:25]([OH:27])=[O:26])=[CH:23][C:22]=2[C:31]([N:33]2[C@H:42]([CH2:43][OH:44])[CH2:41][C:40]3[C:35](=[CH:36][CH:37]=[CH:38][CH:39]=3)[CH2:34]2)=[O:32])[N:11]([CH2:13][CH2:14][C:15]2[CH:16]=[CH:17][CH:18]=[CH:19][CH:20]=2)[CH:12]=1)=[O:7])[CH2:46][CH2:47][CH3:48] |f:1.2.3,4.5|. Procedure: To a solution of methyl 4-(4-(dibutylcarbamoyl)-1-phenethyl-1H-imidazol-2-yl)-3-((S)-3-(hydroxymethyl)-1,2,3,4-tetrahydroisoquinoline-2-carbonyl)benzoate (110 mg, 0.169 mmol) in mixed solvents (2:2:1 THF/MeOH/H2O, 5.0 mL) was treated with LiOH H2O (21 mg, 0.507 mmol) at 0° C. The reaction mixture was allowed to warm to room temperature over 30 min and stirring was continued for 1 h. The reaction mixture was concentrated to give crude product, which was diluted with water and extracted with MTBE....